Dataset: the Open Reaction Database (ORD), a public repository of structured organic reaction records. Task: describe an organic reaction: reactants, conditions, products, and yield The reactants are ice water, Cl (hydrochloric acid), C(C)(=O)OC1=C2C(OCC2=C(C(=C1CC=C)OC)C)=O (4-Acetoxy-5-allyl-1,3-dihydro-6-methoxy-7-methyl-3-oxoisobenzofuran), BrC1=C(C(=O)OC)C=CC=C1C (methyl 2-bromo-3-methylbenzoate), C1(=CC=CC=C1)P(C1=CC=CC=C1)C1=CC=CC=C1 (triphenylphosphine). Reagents/catalysts: C([O-])([O-])=O.[Ag+2] (silver carbonate), C(C)(=O)[O-].[Pd+2].C(C)(=O)[O-] (palladium acetate). The solvent is CN(C=O)C (dimethylformamide). Reaction conditions: temperature 100 celsius, time 6 hour. Product: C(C)(=O)OC1=C2C(OCC2=C(C(=C1C/C=C/C1=C(C(=O)OC)C=CC=C1C)OC)C)=O (methyl (E)-2-[3-(4-acetoxy-1,3-dihydro -6-methoxy-7-methyl-3-oxoisobenzofuran-5-yl)-prop -1-en-1-yl]-3-methylbenzoate). Reaction SMILES: [C:1]([O:4][C:5]1[C:13]([CH2:14][CH:15]=[CH2:16])=[C:12]([O:17][CH3:18])[C:11]([CH3:19])=[C:10]2[C:6]=1[C:7](=[O:20])[O:8][CH2:9]2)(=[O:3])[CH3:2].Br[C:22]1[C:31]([CH3:32])=[CH:30][CH:29]=[CH:28][C:23]=1[C:24]([O:26][CH3:27])=[O:25].C1(P(C2C=CC=CC=2)C2C=CC=CC=2)C=CC=CC=1.Cl>C(=O)([O-])[O-].[Ag+2].C([O-])(=O)C.[Pd+2].C([O-])(=O)C.CN(C)C=O>[C:1]([O:4][C:5]1[C:13]([CH2:14]/[CH:15]=[CH:16]/[C:22]2[C:31]([CH3:32])=[CH:30][CH:29]=[CH:28][C:23]=2[C:24]([O:26][CH3:27])=[O:25])=[C:12]([O:17][CH3:18])[C:11]([CH3:19])=[C:10]2[C:6]=1[C:7](=[O:20])[O:8][CH2:9]2)(=[O:3])[CH3:2] |f:4.5,6.7.8|. Reported procedure: 4-Acetoxy-5-allyl-1,3-dihydro-6-methoxy-7-methyl-3-oxoisobenzofuran (0.6 g), methyl 2-bromo-3-methylbenzoate (0.92 g), silver carbonate (1.3 g), palladium acetate (0.1 g), triphenylphosphine (0.14 g) and dimethylformamide (70 ml) were heated with stirring at 100° C. for 6 hours, then stirred at ambient temperature for 18 hours. The mixture was poured into ice water and the pH adjusted to 3 by addition of 2N hydrochloric acid. The mixture was extracted with ethyl acetate, and the extract was drie... Starting materials: CC1=CC=2C=3C4N(CCC3N(C2C=C1)CC(C1=NC=CN=C1)OS(=O)(=O)C)CCC4 (Methanesulfonic acid 2-(9-methyl-1,2,3,4,5,10c-hexahydro-3a,6-diaza-cyclopenta[c]fluoren-6-yl)-1-pyrazin-2-yl-ethyl ester), CNC (dimethylamine). The solvent is O (water). The product is CN(C(CN1C=2C=CC(=CC2C=2C3N(CCC12)CCC3)C)C3=NC=CN=C3)C (dimethyl-[2-(9-methyl-1,2,3,4,5,10c-hexahydro-3a,6-diaza-cyclopenta[c]fluoren-6-yl)-1-pyrazin-2-yl-ethyl]-amine). RXN SMILES: [CH3:1][C:2]1[CH:14]=[CH:13][C:12]2[N:11]([CH2:15][CH:16](OS(C)(=O)=O)[C:17]3[CH:22]=[N:21][CH:20]=[CH:19][N:18]=3)[C:10]3[CH2:9][CH2:8][N:7]4[CH2:28][CH2:29][CH2:30][CH:6]4[C:5]=3[C:4]=2[CH:3]=1.[CH3:31][NH:32][CH3:33]>O>[CH3:31][N:32]([CH3:33])[CH:16]([C:17]1[CH:22]=[N:21][CH:20]=[CH:19][N:18]=1)[CH2:15][N:11]1[C:10]2[CH2:9][CH2:8][N:7]3[CH2:28][CH2:29][CH2:30][CH:6]3[C:5]=2[C:4]2[CH:3]=[C:2]([CH3:1])[CH:14]=[CH:13][C:12]1=2. Procedure details: Methanesulfonic acid 2-(9-methyl-1,2,3,4,5,10c-hexahydro-3a,6-diaza-cyclopenta[c]fluoren-6-yl)-1-pyrazin-2-yl-ethyl ester (300 mg, 0.70 mmol) in 40% dimethylamine in water (20 mL) was heated at 90° C. for 1 h. The reaction mixture was cooled to RT and extracted with DCM (12×50 mL) The combined organic layer was dried over anhydrous sodium sulfate and concentrated to obtain the crude product, which was purified by reverse phase chromatography to obtain 60 mg of dimethyl-[2-(9-methyl-1,2,3,4,5,10c... The reactants are BrCC1CCCCC1, COC(=O)c1cccc(CN(c2ccnc(-c3ccc(O)cc3)n2)C2CCCC2)c1, CC(C)=O, [K+], [K+], O=C([O-])[O-]. Yields the product COC(=O)c1cccc(CN(c2ccnc(-c3ccc(OCC4CCCCC4)cc3)n2)C2CCCC2)c1. As a reaction SMILES: [Br:31][CH2:32][CH:33]1[CH2:34][CH2:35][CH2:36][CH2:37][CH2:38]1.[CH3:1][O:2][C:3]([c:4]1[cH:5][c:6]([CH2:10][N:11]([c:12]2[n:13][c:14](-[c:18]3[cH:19][cH:20][c:21]([OH:24])[cH:22][cH:23]3)[n:15][cH:16][cH:17]2)[CH:25]2[CH2:26][CH2:27][CH2:28][CH2:29]2)[cH:7][cH:8][cH:9]1)=[O:30].[CH3:45][C:46](=[O:47])[CH3:48].[K+:39].[K+:40].[O-:41][C:42]([O-:43])=[O:44]>>[CH3:1][O:2][C:3]([c:4]1[cH:5][c:6]([CH2:10][N:11]([c:12]2[n:13][c:14](-[c:18]3[cH:19][cH:20][c:21]([O:24][CH2:32][CH:33]4[CH2:34][CH2:35][CH2:36][CH2:37][CH2:38]4)[cH:22][cH:23]3)[n:15][cH:16][cH:17]2)[CH:25]2[CH2:26][CH2:27][CH2:28][CH2:29]2)[cH:7][cH:8][cH:9]1)=[O:30]. Starting materials: N=C=N (carbodiimide), CN(CCN)C1=CN=CS1 (N1-methyl-N1-(thiazol-5-yl)ethane-1,2-diamine), ClC=1C=C(C=CC1)C#CC(=O)O (3-(3-chlorophenyl)propiolic acid). The solvent is C(Cl)Cl (DCM). Reaction conditions: time 16 hour. Yields the product ClC=1C=C(C=CC1)C#CC(=O)NCCN(C1=CN=CS1)C (3-(3-chlorophenyl)-N-(2-(methyl(thiazol-5-yl)amino)ethyl)propiolamide). Yield: 21.5%. Reaction SMILES: N=C=N.[CH3:4][N:5]([C:9]1[S:13][CH:12]=[N:11][CH:10]=1)[CH2:6][CH2:7][NH2:8].[Cl:14][C:15]1[CH:16]=[C:17]([C:21]#[C:22][C:23](O)=[O:24])[CH:18]=[CH:19][CH:20]=1>C(Cl)Cl>[Cl:14][C:15]1[CH:16]=[C:17]([C:21]#[C:22][C:23]([NH:8][CH2:7][CH2:6][N:5]([CH3:4])[C:9]2[S:13][CH:12]=[N:11][CH:10]=2)=[O:24])[CH:18]=[CH:19][CH:20]=1. Reported procedure: 1.5 g (≅1.8 mmol) PS carbodiimide was added to a solution of 146 mg (0.93 mmol) N1-methyl-N1-(thiazol-5-yl)ethane-1,2-diamine and 252 mg (1.39 mmol) 3-(3-chlorophenyl)propiolic acid in DCM (10 ml) and the reaction solution was shaken for 16 h at RT. The resin was subsequently filtered off, washed with DCM and ethanol and the filtrate concentrated in a vacuum. CC (DCE/EtOH 10:1) was performed with the residue, whereby 63 mg (0.20 mmol, 21%) 3-(3-chlorophenyl)-N-(2-(methyl(thiazol-5-yl)amino)ethyl... Reactants: NC1=C2C(C(=CN(C2=CC(=C1F)F)C1CCOCC1)C(=O)OCC)=O (ethyl 5-amino-6,7-difluoro-1,4-dihydro-4-oxo-1-(tetrahydropyran-4-yl)-3-quinolinecarboxylate), ice water. The solvent is OS(=O)(=O)O.O.CC(=O)O (H2SO4 H2O AcOH). The product is NC1=C2C(C(=CN(C2=CC(=C1F)F)C1CCOCC1)C(=O)O)=O (5-amino-6,7-difluoro-1,4-dihydro-4-oxo-1-(tetrahydropyran-4-yl)-3-quinolinecarboxylic acid). The yield is 80.3%. Reaction SMILES: [NH2:1][C:2]1[C:11]([F:12])=[C:10]([F:13])[CH:9]=[C:8]2[C:3]=1[C:4](=[O:25])[C:5]([C:20]([O:22]CC)=[O:21])=[CH:6][N:7]2[CH:14]1[CH2:19][CH2:18][O:17][CH2:16][CH2:15]1>OS(O)(=O)=O.O.CC(O)=O>[NH2:1][C:2]1[C:11]([F:12])=[C:10]([F:13])[CH:9]=[C:8]2[C:3]=1[C:4](=[O:25])[C:5]([C:20]([OH:22])=[O:21])=[CH:6][N:7]2[CH:14]1[CH2:15][CH2:16][O:17][CH2:18][CH2:19]1 |f:1.2.3|. Procedure details: A suspension of ethyl 5-amino-6,7-difluoro-1,4-dihydro-4-oxo-1-(tetrahydropyran-4-yl)-3-quinolinecarboxylate (70.0 mg, 0.199 mmol) in a mixture of H2SO4/H2O/AcOH (1:5:6, 3 mL) was heated under reflux for 1 h. The reaction mixture was poured into ice-water and the resulting precipitates were collected by filtration. The filtered precipitates were washed with water, and dried in vacuo to give 5-amino-6,7-difluoro-1,4-dihydro-4-oxo-1-(tetrahydropyran-4-yl)-3-quinolinecarboxylic acid (51.8 mg, 80%) ... The reactants are Cl (hydrochloric acid), Cl (hydrochloric acid), ClC1=C(C=C(N=N1)C(C#N)C1=C(C=C(C=C1Br)COC1OCCCC1)Br)C(C)C ((6-chloro-5-isopropyl-pyridazin-3-yl)-[2,6-dibromo-4-(tetrahydro-pyran-2-yloxymethyl)-phenyl]-acetonitrile), C(C)(=O)[O-].[Na+] (sodium acetate). Solvent: C(C)(=O)OCC (ethyl acetate), C(C)(=O)O (acetic acid), C(C)(=O)O (acetic acid). Run at temperature 25 celsius. Yields the product hexanes ethyl acetate, BrC1=C(CC=2C=C(C(NN2)=O)C(C)C)C(=CC(=C1)CCl)Br (6-(2,6-Dibromo-4-chloromethyl-benzyl)-4-isopropyl-pyridazin-3-one). Yield: 36.0%. Reaction SMILES: Cl[C:2]1[N:7]=[N:6][C:5]([CH:8]([C:11]2[C:16]([Br:17])=[CH:15][C:14]([CH2:18]OC3CCCCO3)=[CH:13][C:12]=2[Br:26])C#N)=[CH:4][C:3]=1[CH:27]([CH3:29])[CH3:28].C([O-])(=[O:32])C.[Na+].[ClH:35]>C(O)(=O)C.C(OCC)(=O)C>[Br:26][C:12]1[CH:13]=[C:14]([CH2:18][Cl:35])[CH:15]=[C:16]([Br:17])[C:11]=1[CH2:8][C:5]1[CH:4]=[C:3]([CH:27]([CH3:29])[CH3:28])[C:2](=[O:32])[NH:7][N:6]=1 |f:1.2|. Procedure details: A mixture of (6-chloro-5-isopropyl-pyridazin-3-yl)-[2,6-dibromo-4-(tetrahydro-pyran-2-yloxymethyl)-phenyl]-acetonitrile (61) (332.8 mg, 0.61 mmol) and sodium acetate (103.8 mg, 1.26 mmol) in glacial acetic acid (2.7 mL) was heated to reflux for 2.5 h. The reaction was then treated with concentrated hydrochloric acid (2.0 mL) and heated to reflux for 18 h. At this time, the reaction was treated with more concentrated hydrochloric acid (6.0 mL) and additional glacial acetic acid (3.0 mL) and heate...